From a dataset of the Open Reaction Database (ORD), a public repository of structured organic reaction records. describe an organic reaction: reactants, conditions, products, and yield The reactants are C(C)OC(CS(=O)(=O)C1=CC=C(C=C1)OCC#CCC)=O ((4-pent-2-ynyloxy-benzenesulfonyl)-acetic acid ethyl ester), BrC1=CC=C(CN(CCCl)CCCl)C=C1 ((4-bromo-benzyl)-bis-(2-chloro-ethyl)-amine), product. Yields the product C(C)OC(=O)C1(CCN(CC1)CC1=CC=C(C=C1)Br)S(=O)(=O)C1=CC=C(C=C1)OCC#CCC (1-(4-Bromo-benzyl)-4-(4-pent-2-ynyloxy-benzenesulfonyl)-piperidine-4-carboxylic acid ethyl ester). As a reaction SMILES: [CH2:1]([O:3][C:4](=[O:21])[CH2:5][S:6]([C:9]1[CH:14]=[CH:13][C:12]([O:15][CH2:16][C:17]#[C:18][CH2:19][CH3:20])=[CH:11][CH:10]=1)(=[O:8])=[O:7])[CH3:2].[Br:22][C:23]1[CH:36]=[CH:35][C:26]([CH2:27][N:28]([CH2:32][CH2:33]Cl)[CH2:29][CH2:30]Cl)=[CH:25][CH:24]=1>>[CH2:1]([O:3][C:4]([C:5]1([S:6]([C:9]2[CH:10]=[CH:11][C:12]([O:15][CH2:16][C:17]#[C:18][CH2:19][CH3:20])=[CH:13][CH:14]=2)(=[O:7])=[O:8])[CH2:30][CH2:29][N:28]([CH2:27][C:26]2[CH:35]=[CH:36][C:23]([Br:22])=[CH:24][CH:25]=2)[CH2:32][CH2:33]1)=[O:21])[CH3:2]. Procedure details: 1-(4-Bromo-benzyl)-4-(4-pent-2-ynyloxy-benzenesulfonyl)-piperidine-4-carboxylic acid ethyl ester was prepared according to the general method as outlined in Example 1 (Step 6). Starting from (4-pent-2-ynyloxy-benzenesulfonyl)-acetic acid ethyl ester (4 g, 12.9 mmol) and (4-bromo-benzyl)-bis-(2-chloro-ethyl)-amine (5.83 g, 16.8 mmol, 2.85 g of the product was isolated. Yield 2.85 g (31%); low melting white solid; MS: 549.9 (M+H)+ The reactants are C(C)(=O)OC1=C(C(=O)O)C(=CC=C1)OC(C)=O (2,6-diacetoxybenzoic acid), C1(=CC=CC=C1)C.CO (PhMe MeOH), [Si](C)(C)(C)C=[N+]=[N-].CCCCCC (TMSCHN2 hexane). Solvent: CCCCCC (hexane). The product is C(C)(=O)OC1=C(C(=O)OC)C(=CC=C1)OC(C)=O (Methyl 2,6-diacetoxybenzoate). As a reaction SMILES: [C:1]([O:4][C:5]1[CH:13]=[CH:12][CH:11]=[C:10]([O:14][C:15](=[O:17])[CH3:16])[C:6]=1[C:7]([OH:9])=[O:8])(=[O:3])[CH3:2].[C:18]1(C)C=CC=CC=1.CO.[Si](C=[N+]=[N-])(C)(C)C.CCCCCC>CCCCCC>[C:1]([O:4][C:5]1[CH:13]=[CH:12][CH:11]=[C:10]([O:14][C:15](=[O:17])[CH3:16])[C:6]=1[C:7]([O:9][CH3:18])=[O:8])(=[O:3])[CH3:2] |f:1.2,3.4|. Procedure details: To a stirred 4° solution of Part B 2,6-diacetoxybenzoic acid (5.8 g, mmol) in 4:1 PhMe/MeOH (25 mL) was added 17 mL of 2M TMSCHN2/hexane over 10 min. After tlc analysis (1:1 ETOAc/hexane) revealed complete conversion, the volatiles were removed using a rotary evaporator and the residue purified by silica gel chromatography. 1:1 CH2Cl2/hexane-CH2Cl2 eluted 4.5 g of methyl 2,6-diacetoxybenzoate. Reactants: O.NN (hydrazine monohydrate), FC1=C(C#N)C=CC(=C1F)F (2,3,4-trifluorobenzonitrile), C(C)(=O)OCC (ethyl acetate), O1CCCC1 (tetrahydrofuran). The solvent is C(C)O (ethanol), O (water). Reaction conditions: temperature 75 celsius. The product is FC1=CC=C2C(=NNC2=C1F)N (6,7-difluoro-1H-indazole-3-amine). Reaction SMILES: O.[NH2:2][NH2:3].F[C:5]1[C:12]([F:13])=[C:11]([F:14])[CH:10]=[CH:9][C:6]=1[C:7]#[N:8].C(OCC)(=O)C.O1CCCC1>C(O)C.O>[F:14][C:11]1[C:12]([F:13])=[C:5]2[C:6]([C:7]([NH2:8])=[N:2][NH:3]2)=[CH:9][CH:10]=1 |f:0.1|. Reported procedure: 0.32 cm3 of hydrazine monohydrate is added to 0.46 cm3 of 2,3,4-trifluorobenzonitrile in 10 cm3 of absolute ethanol. The medium is heated at about 75° C. for 17 hours and then 10 cm3 of ethyl acetate, 5 cm3 of tetrahydrofuran and 5 cm3 of distilled water are added. The organic phase is separated out after settling of the phases has taken place, and is washed again with 10 cm3 of distilled water and then with 10 cm3 of saturated aqueous sodium chloride solution. The organic phase is separated out...